Task: describe an organic reaction: reactants, conditions, products, and yield. Dataset: the Open Reaction Database (ORD), a public repository of structured organic reaction records Reactants: NC(C(O)C1=CC(=CC=C1)F)CC1=CC(=CC=C1)OC(C(F)F)(F)F ((1RS,2SR)-2-amino-1-(3-fluorophenyl)-3-[3-(1,1,2,2-tetrafluoroethoxy)phenyl]propan-1-ol), C=1(C=CC=C2C1C=CCCC2)C(=O)O (6,7-dihydro-5H-benzo[a]cycloheptene-1-carboxylic acid), Cl.C(C)N=C=NCCCN(C)C (1-ethyl-3-(3-dimethylaminopropyl)carbodiimide hydrochloride), O.ON1N=NC2=C1C=CC=C2 (1-hydroxybenzotriazole hydrate). Solvent: O (water), C(C)#N (acetonitrile). Run at time 8 hour. Yields the product FC=1C=C(C=CC1)C(C(CC1=CC(=CC=C1)OC(C(F)F)(F)F)NC(=O)C=1C=CC=C2C1C=CCCC2)O (N-{(1RS,2SR)-2-(3-fluorophenyl)-2-hydroxy-1-[3-(1,1,2,2-tetrafluoroethoxy)benzyl]ethyl}-6,7-dihydro-5H-benzo[a][7]annulene-1-carboxamide). As a reaction SMILES: [NH2:1][CH:2]([CH2:12][C:13]1[CH:18]=[CH:17][CH:16]=[C:15]([O:19][C:20]([F:25])([F:24])[CH:21]([F:23])[F:22])[CH:14]=1)[CH:3]([C:5]1[CH:10]=[CH:9][CH:8]=[C:7]([F:11])[CH:6]=1)[OH:4].[C:26]1([C:37](O)=[O:38])[CH:27]=[CH:28][CH:29]=[C:30]2[CH2:36][CH2:35][CH2:34][CH:33]=[CH:32][C:31]=12.Cl.C(N=C=NCCCN(C)C)C.O.ON1C2C=CC=CC=2N=N1>C(#N)C.O>[F:11][C:7]1[CH:6]=[C:5]([CH:3]([OH:4])[CH:2]([NH:1][C:37]([C:26]2[CH:27]=[CH:28][CH:29]=[C:30]3[CH2:36][CH2:35][CH2:34][CH:33]=[CH:32][C:31]=23)=[O:38])[CH2:12][C:13]2[CH:18]=[CH:17][CH:16]=[C:15]([O:19][C:20]([F:25])([F:24])[CH:21]([F:23])[F:22])[CH:14]=2)[CH:10]=[CH:9][CH:8]=1 |f:2.3,4.5|. Procedure details: To a solution of (1RS,2SR)-2-amino-1-(3-fluorophenyl)-3-[3-(1,1,2,2-tetrafluoroethoxy)phenyl]propan-1-ol (448 mg, 1.24 mmol) in acetonitrile (20 ml) were added 6,7-dihydro-5H-benzo[a]cycloheptene-1-carboxylic acid (234 mg, 1.24 mmol), 1-ethyl-3-(3-dimethylaminopropyl)carbodiimide hydrochloride (357 mg, 1.86 mmol) and 1-hydroxybenzotriazole hydrate (190 mg, 1.24 mmol), and the mixture was stirred overnight at room temperature. The reaction solution was diluted with water (100 ml) and extracted wi... The reactants are FC1=CC=C(C=C1)S (4-fluorothiophenol), [H-].[Na+] (sodium hydride), COC(C(COS(=O)(=O)C1=CC=C(C=C1)C)NC(=O)OC(C)(C)C)=O (2-tert-Butoxycarbonylamino-3-(toluene-4-sulfonyloxy)-propionic acid methyl ester). Solvent: CN(C=O)C (N,N-dimethyl formamide), CN(C=O)C (N,N dimethyl formamide). Reaction conditions: time 30 minute. Yields the product COC(C(CSC1=CC=C(C=C1)F)NC(=O)OC(C)(C)C)=O (2-tert-Butoxycarbonylamino-3-(4-fluoro-phenylsulfanyl)-propionic Acid Methyl Ester). As a reaction SMILES: [F:1][C:2]1[CH:7]=[CH:6][C:5]([SH:8])=[CH:4][CH:3]=1.[H-].[Na+].[CH3:11][O:12][C:13](=[O:35])[CH:14]([NH:27][C:28]([O:30][C:31]([CH3:34])([CH3:33])[CH3:32])=[O:29])[CH2:15]OS(C1C=CC(C)=CC=1)(=O)=O>CN(C)C=O>[CH3:11][O:12][C:13](=[O:35])[CH:14]([NH:27][C:28]([O:30][C:31]([CH3:34])([CH3:33])[CH3:32])=[O:29])[CH2:15][S:8][C:5]1[CH:6]=[CH:7][C:2]([F:1])=[CH:3][CH:4]=1 |f:1.2|. Procedure details: A stirred solution of 4-fluorothiophenol (1.24 g, 9.65 mmol) in N,N-dimethyl formamide (10 ml) was treated with sodium hydride (240 mg, 9.37 mmol) and the reaction mixture was stirred at room temperature for 30 minutes. 2-tert-Butoxycarbonylamino-3-(toluene-4-sulfonyloxy)-propionic acid methyl ester (3 g, 8.04 mmol) in N,N dimethyl formamide (ml) was added, the resulting mixture was stirred for two hours and then concentrated in vacuo. The residue was dissolved in ethyl acetate (100 ml) and wash... Reactants: 136, N1C=NC=C1 (imidazole), [O-]C#N.[O-]C#N.OC1=CC=C(C=C1)C(C)(C)C1=CC=C(C=C1)O (bisphenol A dicyanate). Run in C(C)(=O)OCC (ethyl acetate), C(C)(=O)OCC (ethyl acetate). Reaction conditions: time 0.5 hour. Product: N1C=NC=C1.[O-]C#N.[O-]C#N (DICYANATE-IMIDAZOLE). The yield is 95.0%. As a reaction SMILES: [NH:1]1[CH:5]=[CH:4][N:3]=[CH:2]1.[O-:6][C:7]#[N:8].[O-:9][C:10]#[N:11].OC1C=CC(C(C2C=CC(O)=CC=2)(C)C)=CC=1>C(OCC)(=O)C>[NH:1]1[CH:5]=[CH:4][N:3]=[CH:2]1.[O-:6][C:7]#[N:8].[O-:9][C:10]#[N:11] |f:1.2.3,5.6.7|. Procedure: To a solution of 136 parts of imidazole (2.0 moles) in 408 parts of ethyl acetate, 278 parts of bisphenol A dicyanate (1.0 mole; manufactured by Interez, Louisville, Ky.) in 834 parts of ethyl acetate were added slowly. The reaction temperature was maintained at 60°-65° C. during addition. After the addition, the mixture was stirred for another half hour at 60°-65° C. The batch was cooled down to 30°-35° C. and the precipitates were filtered by suction filtration. The white powder was dried unde... Reactants: C(C)(C)(C)C1CC=C(CC1)C1=C(C=C(C=C1)OC)[N+](=O)[O-] (1-(4-t-butylcyclohex-1-enyl)-4-methoxy-2-nitrobenzene), CO (methanol). The reagents and catalysts are [Pd] (palladium on carbon). Solvent: O1CCCC1 (tetrahydrofuran). Run at time 12 hour. Yields the product C(C)(C)(C)C1CCC(CC1)C1=C(C=C(C=C1)OC)N (2-(4-t-Butylcyclohexyl)-5-methoxyphenylamine). RXN SMILES: [C:1]([CH:5]1[CH2:10][CH2:9][C:8]([C:11]2[CH:16]=[CH:15][C:14]([O:17][CH3:18])=[CH:13][C:12]=2[N+:19]([O-])=O)=[CH:7][CH2:6]1)([CH3:4])([CH3:3])[CH3:2].CO>[Pd].O1CCCC1>[C:1]([CH:5]1[CH2:6][CH2:7][CH:8]([C:11]2[CH:16]=[CH:15][C:14]([O:17][CH3:18])=[CH:13][C:12]=2[NH2:19])[CH2:9][CH2:10]1)([CH3:4])([CH3:2])[CH3:3]. Reported procedure: A mixture of 1-(4-t-butylcyclohex-1-enyl)-4-methoxy-2-nitrobenzene (2.89 g, 10.0 mmol) prepared in Example (12a), 10% palladium on carbon (1.0 g, wet), methanol (15 mL) and tetrahydrofuran (15 mL) was stirred for 12 hours under hydrogen atmosphere at atmospheric pressure and room temperature. Starting materials: ClCCOC(C1=CC=CC=C1)(C(=O)C1=CC=CC=C1)OCCCl (benzil-di-(2-chloroethyl)ketal), N1CCCCC1 (piperidine). The solvent is CCOCC (ether). Product: N1(CCCCC1)CCOC(C(=O)C1=CC=CC=C1)(C1=CC=CC=C1)OCCN1CCCCC1 (2,2-di-(2-piperidinoethoxy)-1,2-diphenyl-ethanone). RXN SMILES: Cl[CH2:2][CH2:3][O:4][C:5]([O:20][CH2:21][CH2:22]Cl)([C:12]([C:14]1[CH:19]=[CH:18][CH:17]=[CH:16][CH:15]=1)=[O:13])[C:6]1[CH:11]=[CH:10][CH:9]=[CH:8][CH:7]=1.[NH:24]1[CH2:29][CH2:28][CH2:27][CH2:26][CH2:25]1>CCOCC>[N:24]1([CH2:2][CH2:3][O:4][C:5]([O:20][CH2:21][CH2:22][N:24]2[CH2:29][CH2:28][CH2:27][CH2:26][CH2:25]2)([C:6]2[CH:11]=[CH:10][CH:9]=[CH:8][CH:7]=2)[C:12]([C:14]2[CH:19]=[CH:18][CH:17]=[CH:16][CH:15]=2)=[O:13])[CH2:29][CH2:28][CH2:27][CH2:26][CH2:25]1. Reported procedure: With stirring, 35 g (0.1 mole) of benzil-di-(2-chloroethyl)ketal and 77 g (0.9 mole) of piperidine are kept for 7 hours at 105° C. After cooling, the reaction mixture is diluted with ether and the piperidine hydrochloride is collected by filtration. The ether is distilled off and the residual oil is dried in a high vacuum. The reactants are Cl.NC1=NC(=C(C(=C1C(=O)OCC)C1=CC(=CC=C1)[N+](=O)[O-])C(CCCCCCCCCCN1CCC(CC1)(C1=CC=CC=C1)C1=CC=CC=C1)=O)C (ethyl 2-amino-6-methyl-4-(3-nitrophenyl)-5-[1-oxo-11-(4,4-diphenyl-1-piperidinyl)undecyl]pyridine-3-carboxylate hydrochloride). The solvent is C(C)(OCC)(OCC)OCC (triethyl orthoacetate). Yields the product C(C)OC(C)=NC1=NC(=C(C(=C1C(=O)OCC)C1=CC(=CC=C1)[N+](=O)[O-])C(CCCCCCCCCCN1CCC(CC1)(C1=CC=CC=C1)C1=CC=CC=C1)=O)C (Ethyl 2-(1-ethoxyethyliden)amino-6-methyl-4-(3-nitrophenyl)-5-[1-oxo-11-(4,4-diphenyl-1-piperidinyl)undecyl]pyridine-3-carboxylate). Yield: 100.7%. As a reaction SMILES: Cl.[NH2:2][C:3]1[C:8]([C:9]([O:11][CH2:12][CH3:13])=[O:10])=[C:7]([C:14]2[CH:19]=[CH:18][CH:17]=[C:16]([N+:20]([O-:22])=[O:21])[CH:15]=2)[C:6]([C:23](=[O:52])[CH2:24][CH2:25][CH2:26][CH2:27][CH2:28][CH2:29][CH2:30][CH2:31][CH2:32][CH2:33][N:34]2[CH2:39][CH2:38][C:37]([C:46]3[CH:51]=[CH:50][CH:49]=[CH:48][CH:47]=3)([C:40]3[CH:45]=[CH:44][CH:43]=[CH:42][CH:41]=3)[CH2:36][CH2:35]2)=[C:5]([CH3:53])[N:4]=1>C(OCC)(OCC)(OCC)C>[CH2:9]([O:11][C:12](=[N:2][C:3]1[C:8]([C:9]([O:11][CH2:12][CH3:13])=[O:10])=[C:7]([C:14]2[CH:19]=[CH:18][CH:17]=[C:16]([N+:20]([O-:22])=[O:21])[CH:15]=2)[C:6]([C:23](=[O:52])[CH2:24][CH2:25][CH2:26][CH2:27][CH2:28][CH2:29][CH2:30][CH2:31][CH2:32][CH2:33][N:34]2[CH2:35][CH2:36][C:37]([C:46]3[CH:47]=[CH:48][CH:49]=[CH:50][CH:51]=3)([C:40]3[CH:45]=[CH:44][CH:43]=[CH:42][CH:41]=3)[CH2:38][CH2:39]2)=[C:5]([CH3:53])[N:4]=1)[CH3:13])[CH3:8] |f:0.1|. Procedure: 5.7 g of ethyl 2-amino-6-methyl-4-(3-nitrophenyl)-5-[1-oxo-11-(4,4-diphenyl-1-piperidinyl)undecyl]pyridine-3-carboxylate hydrochloride and 150 ml of triethyl orthoacetate are heated at 125° C. for 72 h with passage of nitrogen. The solution is concentrated in vacuo, and the residue is dried and then chromatographed through a silica gel column using petroleum ether/ethyl acetate/triethylamine 7:3:0.5 as eluent. The pure fractions are combined and concentrated, and the residue is dried in a high v... The reactants are C(C)(C)(C)OC(=O)N1CCN(CC1)C=1C=CC2=C(C=C(O2)C(=O)N)C1 (5-(4-tert-butoxycarbonyl-1-piperazinyl)-benzofuran-2-carboxamide). Solvent: Cl (HCl). The product is N1(CCNCC1)C=1C=CC2=C(C=C(O2)C(=O)N)C1 (5-(1-piperazinyl)benzofuran-2-carboxamide). As a reaction SMILES: C(OC([N:8]1[CH2:13][CH2:12][N:11]([C:14]2[CH:15]=[CH:16][C:17]3[O:21][C:20]([C:22]([NH2:24])=[O:23])=[CH:19][C:18]=3[CH:25]=2)[CH2:10][CH2:9]1)=O)(C)(C)C>Cl>[N:11]1([C:14]2[CH:15]=[CH:16][C:17]3[O:21][C:20]([C:22]([NH2:24])=[O:23])=[CH:19][C:18]=3[CH:25]=2)[CH2:10][CH2:9][NH:8][CH2:13][CH2:12]1. Procedure details: 1 g of 5-(4-tert-butoxycarbonyl-1-piperazinyl)-benzofuran-2-carboxamide is dissolved in 50 ml of methanolic HCl and stirred for I hour. After customary working up, 5-(1-piperazinyl)benzofuran-2-carboxamide, m.p. 252°-255°, is obtained.